Dataset: the Open Reaction Database (ORD), a public repository of structured organic reaction records. Task: describe an organic reaction: reactants, conditions, products, and yield Reactants: CCO, CC(n1ncn(-c2ccc(N3CCN(Cc4ccccc4)CC3)cc2)c1=O)C(O)(Cn1cncn1)c1ccc(F)cc1F, [H][H]. The product is CC(n1ncn(-c2ccc(N3CCNCC3)cc2)c1=O)C(O)(Cn1cncn1)c1ccc(F)cc1F. As a reaction SMILES: [CH3:46][CH2:47][OH:48].[F:1][c:2]1[c:3]([C:9]([CH:10]([CH3:11])[n:12]2[n:13][cH:14][n:15](-[c:18]3[cH:19][cH:20][c:21]([N:24]4[CH2:25][CH2:26][N:27]([CH2:30][c:31]5[cH:32][cH:33][cH:34][cH:35][cH:36]5)[CH2:28][CH2:29]4)[cH:22][cH:23]3)[c:16]2=[O:17])([CH2:37][n:38]2[n:39][cH:40][n:41][cH:42]2)[OH:43])[cH:4][cH:5][c:6]([F:8])[cH:7]1.[H:44][H:45]>>[F:1][c:2]1[c:3]([C:9]([CH:10]([CH3:11])[n:12]2[n:13][cH:14][n:15](-[c:18]3[cH:19][cH:20][c:21]([N:24]4[CH2:25][CH2:26][NH:27][CH2:28][CH2:29]4)[cH:22][cH:23]3)[c:16]2=[O:17])([CH2:37][n:38]2[n:39][cH:40][n:41][cH:42]2)[OH:43])[cH:4][cH:5][c:6]([F:8])[cH:7]1.